This data is from the Open Reaction Database (ORD), a public repository of structured organic reaction records. The task is: describe an organic reaction: reactants, conditions, products, and yield Reactants: C(C1=CC=CC=C1)NC(=O)C1=C(N=C(S1)C1=NC(=CN=C1)I)C (2-(6-iodo-pyrazin-2-yl)-4-methyl-thiazole-5-carboxylic acid benzylamide), C(=O)([O-])[O-].[Na+].[Na+] (Na2CO3), C1(=CC=CC=C1)C/C=C/B(O)O (trans-3-phenylpropen-1-yl boronic acid), O (water). The reagents and catalysts are C1=CC=C(C=C1)P([C-]2C=CC=C2)C3=CC=CC=C3.C1=CC=C(C=C1)P([C-]2C=CC=C2)C3=CC=CC=C3.Cl[Pd]Cl.[Fe+2] (PdCl2(dppf)). Solvent: COC (dimethyl ether). Reaction conditions: time 3 hour. Product: C(C1=CC=CC=C1)NC(=O)C1=C(N=C(S1)C1=NC(=CN=C1)\C=C\CC1=CC=CC=C1)C (4-methyl-2-[6-((E)-3-phenyl-propenyl)-pyrazin-2-yl]-thiazole-5-carboxylic acid benzylamide). The yield is 50.8%. RXN SMILES: [CH2:1]([NH:8][C:9]([C:11]1[S:15][C:14]([C:16]2[CH:21]=[N:20][CH:19]=[C:18](I)[N:17]=2)=[N:13][C:12]=1[CH3:23])=[O:10])[C:2]1[CH:7]=[CH:6][CH:5]=[CH:4][CH:3]=1.C([O-])([O-])=O.[Na+].[Na+].[C:30]1([CH2:36]/[CH:37]=[CH:38]/B(O)O)[CH:35]=[CH:34][CH:33]=[CH:32][CH:31]=1.O>COC.C1C=CC(P(C2C=CC=CC=2)[C-]2C=CC=C2)=CC=1.C1C=CC(P(C2C=CC=CC=2)[C-]2C=CC=C2)=CC=1.Cl[Pd]Cl.[Fe+2]>[CH2:1]([NH:8][C:9]([C:11]1[S:15][C:14]([C:16]2[CH:21]=[N:20][CH:19]=[C:18](/[CH:38]=[CH:37]/[CH2:36][C:30]3[CH:35]=[CH:34][CH:33]=[CH:32][CH:31]=3)[N:17]=2)=[N:13][C:12]=1[CH3:23])=[O:10])[C:2]1[CH:7]=[CH:6][CH:5]=[CH:4][CH:3]=1 |f:1.2.3,7.8.9.10|. Reported procedure: Part A. To a solution of 2-(6-iodo-pyrazin-2-yl)-4-methyl-thiazole-5-carboxylic acid benzylamide (80 mg, 0.18 mmol, 1.0 equiv) in dimethyl ether (1 mL) was added Na2CO3 (38 mg, 0.36 mmol, 2.0 equiv), trans-3-phenylpropen-1-yl boronic acid (73 mg, 0.45 mmol, 2.5 equiv), PdCl2(dppf) (1.3 mg, 0.02 mmol, 0.1 equiv) and water (0.1 mL) in a sealed tube. The reaction vessel was immersed in an oil bath preheated to 60° C. After stirring for 3 hr, the reaction mixture was cooled and the solvent was remov... The reactants are CC(C)(C)OC(=O)N1CCC(n2cc(-c3cnc(N)c(Br)c3)cn2)CC1, O=C([O-])[O-], COCCOC, Cc1c(B2OC(C)(C)C(C)(C)O2)oc2ccccc12, [K+], [K+], O. The product is Cc1c(-c2cc(-c3cnn(C4CCN(C(=O)OC(C)(C)C)CC4)c3)cnc2N)oc2ccccc12. As a reaction SMILES: [C:26]([CH3:27])([CH3:28])([CH3:29])[O:30][C:31](=[O:32])[N:33]1[CH2:34][CH2:35][CH:36]([n:39]2[n:40][cH:41][c:42](-[c:44]3[cH:45][n:46][c:47]([NH2:51])[c:48]([Br:50])[cH:49]3)[cH:43]2)[CH2:37][CH2:38]1.[C:52](=[O:53])([O-:54])[O-:55].[CH3:1][O:2][CH2:3][CH2:4][O:5][CH3:6].[CH3:7][c:8]1[c:9]([B:17]2[O:18][C:19]([CH3:20])([CH3:21])[C:22]([CH3:23])([CH3:24])[O:25]2)[o:10][c:11]2[c:12]1[cH:13][cH:14][cH:15][cH:16]2.[K+:56].[K+:57].[OH2:58]>>[CH3:7][c:8]1[c:9](-[c:48]2[c:47]([NH2:51])[n:46][cH:45][c:44](-[c:42]3[cH:41][n:40][n:39]([CH:36]4[CH2:35][CH2:34][N:33]([C:31]([O:30][C:26]([CH3:27])([CH3:28])[CH3:29])=[O:32])[CH2:38][CH2:37]4)[cH:43]3)[cH:49]2)[o:10][c:11]2[c:12]1[cH:13][cH:14][cH:15][cH:16]2. Starting materials: CC(C)(C)[O-], Cc1ccc(CC(=O)OC(C)(C)C)cc1, BrC1CCCC1, [K+], CN(C)C=O. The product is Cc1ccc(C(C(=O)OC(C)(C)C)C2CCCC2)cc1. Reaction SMILES: [CH3:1][C:2]([CH3:3])([O-:4])[CH3:5].[CH3:7][c:8]1[cH:9][cH:10][c:11]([CH2:14][C:15](=[O:16])[O:17][C:18]([CH3:19])([CH3:20])[CH3:21])[cH:12][cH:13]1.[CH:22]1([Br:27])[CH2:23][CH2:24][CH2:25][CH2:26]1.[K+:6].[O:28]=[CH:29][N:30]([CH3:31])[CH3:32]>>[CH3:7][c:8]1[cH:9][cH:10][c:11]([CH:14]([C:15](=[O:16])[O:17][C:18]([CH3:19])([CH3:20])[CH3:21])[CH:22]2[CH2:23][CH2:24][CH2:25][CH2:26]2)[cH:12][cH:13]1.